From a dataset of the Open Reaction Database (ORD), a public repository of structured organic reaction records. describe an organic reaction: reactants, conditions, products, and yield Reactants: C(C)(=O)O (acetic acid), ClC=1C(=CC2=C(C(CCS2)(O[Si](C)(C)C)C#N)C1)Cl (6,7-dichloro-4-cyano-4-trimethylsilyloxy-3,4-dihydro-2H-1-benzothiopyran), stannous chloride dihydride. Product: Cl (hydrochloric acid), ClC=1C(=CC2=C(C(CCS2)C(=O)O)C1)Cl (6,7-dichloro-3,4-dihydro-2H-1-benzothiopyran-4-carboxylic acid). RXN SMILES: [Cl:1][C:2]1[C:3]([Cl:19])=[CH:4][C:5]2[S:10][CH2:9][CH2:8]C(C#N)(O[Si](C)(C)C)[C:6]=2[CH:18]=1.[C:20]([OH:23])(=[O:22])[CH3:21]>>[ClH:1].[Cl:1][C:2]1[C:3]([Cl:19])=[CH:4][C:5]2[S:10][CH2:9][CH2:8][CH:21]([C:20]([OH:23])=[O:22])[C:6]=2[CH:18]=1. Reported procedure: Following the procedure of Example 2, 6,7-dichloro-4-cyano-4-trimethylsilyloxy-3,4-dihydro-2H-1-benzothiopyran (7.5 g.) and stannous chloride dihydride (30 g.) were reacted in glacial acetic acid (30 ml.) and concentrated hydrochloric acid (30 ml.) to form 6,7-dichloro-3,4-dihydro-2H-1-benzothiopyran-4-carboxylic acid. Starting materials: CO, Cc1cc(C)cc([N+](=O)[O-])c1. The product is Cc1cc(C)cc(N)c1. RXN SMILES: [CH3:12][OH:13].[N+:1]([O-:2])(=[O:3])[c:4]1[cH:5][c:6]([CH3:11])[cH:7][c:8]([CH3:10])[cH:9]1>>[NH2:1][c:4]1[cH:5][c:6]([CH3:11])[cH:7][c:8]([CH3:10])[cH:9]1. Starting materials: CCC(C)(C)C(=O)C(=O)C1CCCNN1C(=O)CCCC#Cc1cccnc1, CO. Yields the product CCC(C)(C)C(=O)C(=O)C1CCCNN1C(=O)CCCCCc1cccnc1. RXN SMILES: [CH3:1][C:2]([C:3]([C:4](=[O:5])[CH:6]1[N:7]([C:12]([CH2:13][CH2:14][CH2:15][C:16]#[C:17][c:18]2[cH:19][n:20][cH:21][cH:22][cH:23]2)=[O:24])[NH:8][CH2:9][CH2:10][CH2:11]1)=[O:25])([CH2:26][CH3:27])[CH3:28].[CH3:29][OH:30]>>[CH3:1][C:2]([C:3]([C:4](=[O:5])[CH:6]1[N:7]([C:12]([CH2:13][CH2:14][CH2:15][CH2:16][CH2:17][c:18]2[cH:19][n:20][cH:21][cH:22][cH:23]2)=[O:24])[NH:8][CH2:9][CH2:10][CH2:11]1)=[O:25])([CH2:26][CH3:27])[CH3:28]. The reactants are C(C)(C)(C)OC(NC(CC=1C=C2C=NNC2=C(C1)C)C1=NN=C2N1C=CC=C2)=O (tert-Butyl-1-([1,2,4]triazolo[4,3-a]pyridine-3-yl)-2-(7-methyl-1H-indazol-5-yl)ethylcarbamate). Solvent: FC(C(=O)O)(F)F.C(Cl)Cl (trifluoroacetic acid methylene chloride). Reaction conditions: time 1 hour. Product: N=1N=C(N2C1C=CC=C2)C(CC=2C=C1C=NNC1=C(C2)C)N ((±)-1-([1,2,4]Triazolo[4,3-a]pyridine-3-yl)-2-(7-methyl-1H-indazol-5-yl)ethanamine). Reaction SMILES: C(OC(=O)[NH:7][CH:8]([C:20]1[N:24]2[CH:25]=[CH:26][CH:27]=[CH:28][C:23]2=[N:22][N:21]=1)[CH2:9][C:10]1[CH:11]=[C:12]2[C:16](=[C:17]([CH3:19])[CH:18]=1)[NH:15][N:14]=[CH:13]2)(C)(C)C>FC(F)(F)C(O)=O.C(Cl)Cl>[N:22]1[N:21]=[C:20]([CH:8]([NH2:7])[CH2:9][C:10]2[CH:11]=[C:12]3[C:16](=[C:17]([CH3:19])[CH:18]=2)[NH:15][N:14]=[CH:13]3)[N:24]2[CH:25]=[CH:26][CH:27]=[CH:28][C:23]=12 |f:1.2|. Procedure: tert-Butyl-1-([1,2,4]triazolo[4,3-a]pyridine-3-yl)-2-(7-methyl-1H-indazol-5-yl)ethylcarbamate (43.2 mg, 0.11 mmol) was dissolved in a trifluoroacetic acid/methylene chloride mixture (1:1, 2 mL) and stirred under nitrogen for 1 h. The solvent was removed in vacuo and the resulting crude mixture passed through a strong cationic exchange column. After washing the column with several volumes of methanol, the desired amine was obtained by washing the column with 2M ammonia in methanol. Concentration ... The reactants are O=C([O-])[O-], COc1cc(CCl)cc(Cl)n1, Cl, [K+], [K+], CN(C)C=O, O, COc1cc2c(Oc3ccccc3)ncnc2cc1O. The product is COc1cc(COc2cc3ncnc(Oc4ccccc4)c3cc2OC)cc(Cl)n1. Reaction SMILES: [C:33](=[O:34])([O-:35])[O-:36].[Cl:22][c:23]1[n:24][c:25]([O:31][CH3:32])[cH:26][c:27]([CH2:29][Cl:30])[cH:28]1.[ClH:21].[K+:37].[K+:38].[O:39]=[CH:40][N:41]([CH3:42])[CH3:43].[OH2:44].[OH:1][c:2]1[c:3]([O:19][CH3:20])[cH:4][c:5]2[c:6]([O:12][c:13]3[cH:14][cH:15][cH:16][cH:17][cH:18]3)[n:7][cH:8][n:9][c:10]2[cH:11]1>>[O:1]([c:2]1[c:3]([O:19][CH3:20])[cH:4][c:5]2[c:6]([O:12][c:13]3[cH:14][cH:15][cH:16][cH:17][cH:18]3)[n:7][cH:8][n:9][c:10]2[cH:11]1)[CH2:29][c:27]1[cH:26][c:25]([O:31][CH3:32])[n:24][c:23]([Cl:22])[cH:28]1. Product: C=CCNc1cc(C)nc2c(-c3ccccc3)n[nH]c12. As a reaction SMILES: [CH2:18]([CH:19]=[CH2:20])[NH2:21].[Cl:1][c:2]1[c:3]2[c:4]([n:5][c:6]([CH3:8])[cH:7]1)[c:9](-[c:12]1[cH:13][cH:14][cH:15][cH:16][cH:17]1)[n:10][nH:11]2.[c:22]1([CH3:23])[c:24]([CH3:25])[cH:26][cH:27][cH:28][cH:29]1>>[c:2]1([NH:21][CH2:18][CH:19]=[CH2:20])[c:3]2[c:4]([n:5][c:6]([CH3:8])[cH:7]1)[c:9](-[c:12]1[cH:13][cH:14][cH:15][cH:16][cH:17]1)[n:10][nH:11]2. The reactants are C=CCN, Cc1cc(Cl)c2[nH]nc(-c3ccccc3)c2n1, Cc1ccccc1C.